The task is: describe an organic reaction: reactants, conditions, products, and yield. This data is from the Open Reaction Database (ORD), a public repository of structured organic reaction records. Reactants: Cc1oc(-c2ccc(Br)cc2)nc1CCOS(C)(=O)=O, O=C([O-])[O-], Cc1ccc(S(=O)(=O)O)cc1, CC#N, [I-], [K+], [K+], [K+], OC1CCNC1. The product is Cc1oc(-c2ccc(Br)cc2)nc1CCN1CCC(O)C1. RXN SMILES: [Br:1][c:2]1[cH:3][cH:4][c:5](-[c:8]2[o:9][c:10]([CH3:20])[c:11]([CH2:13][CH2:14][O:15][S:16]([CH3:17])(=[O:18])=[O:19])[n:12]2)[cH:6][cH:7]1.[C:21](=[O:22])([O-:23])[O-:24].[CH3:29][c:30]1[cH:31][cH:32][c:33]([S:34]([OH:35])(=[O:36])=[O:37])[cH:38][cH:39]1.[CH3:46][C:47]#[N:48].[I-:28].[K+:25].[K+:26].[K+:27].[NH:40]1[CH2:41][CH:42]([OH:45])[CH2:43][CH2:44]1>>[Br:1][c:2]1[cH:3][cH:4][c:5](-[c:8]2[o:9][c:10]([CH3:20])[c:11]([CH2:13][CH2:14][N:40]3[CH2:41][CH:42]([OH:45])[CH2:43][CH2:44]3)[n:12]2)[cH:6][cH:7]1.